Dataset: the Open Reaction Database (ORD), a public repository of structured organic reaction records. Task: describe an organic reaction: reactants, conditions, products, and yield Starting materials: CC=1C=CC=C2C=CC=C(C12)C(=O)C1CCN(CC1)CCC(=O)C1=CC=C(C=C1)F (3-[4-(8-methyl-1-naphthoyl)-1-piperidyl]-1-(4-fluorophenyl)-1-propanone), ClC=1C=C2C=CC(=CC2=CC1)C(=O)C1CCN(CC1)CCCC(=O)C1=CC=C(C=C1)F (4-[4-(6-chloro-2-naphthoyl)-1-piperidyl]-1-(4-fluorophenyl)-1-butanone). Yields the product FC1=CC=C(C=C1)C(CCN1CCC(CC1)C(O)C1=CC=CC2=CC=CC(=C12)C)O (α-(4-fluorophenyl)-4-[(8-methyl-1-naphthyl)hydroxymethyl]-1-piperidinepropanol). RXN SMILES: [CH3:1][C:2]1[CH:3]=[CH:4][CH:5]=[C:6]2[C:11]=1[C:10]([C:12]([CH:14]1[CH2:19][CH2:18][N:17]([CH2:20][CH2:21][C:22]([C:24]3[CH:29]=[CH:28][C:27]([F:30])=[CH:26][CH:25]=3)=[O:23])[CH2:16][CH2:15]1)=[O:13])=[CH:9][CH:8]=[CH:7]2.ClC1C=C2C(=CC=1)C=C(C(C1CCN(CCCC(C3C=CC(F)=CC=3)=O)CC1)=O)C=C2>>[F:30][C:27]1[CH:28]=[CH:29][C:24]([CH:22]([OH:23])[CH2:21][CH2:20][N:17]2[CH2:16][CH2:15][CH:14]([CH:12]([C:10]3[C:11]4[C:6](=[CH:5][CH:4]=[CH:3][C:2]=4[CH3:1])[CH:7]=[CH:8][CH:9]=3)[OH:13])[CH2:19][CH2:18]2)=[CH:25][CH:26]=1. Procedure: When in the procedure of Example 39, 3-[4-(8-methyl-1-naphthoyl)-1-piperidyl]-1-(4-fluorophenyl)-1-propanone is substituted for 4-[4-(6-chloro-2-naphthoyl)-1-piperidyl]-1-(4-fluorophenyl)-1-butanone, α-(4-fluorophenyl)-4-[(8-methyl-1-naphthyl)hydroxymethyl]-1-piperidinepropanol is obtained. The reactants are CC(=O)O, CCO, Nc1c(I)cc([N+](=O)[O-])cc1I, O=N[O-], [Na+], O=S(=O)(O)O. Product: O=[N+]([O-])c1cc(I)cc(I)c1. Reaction SMILES: [CH3:22][C:23](=[O:24])[OH:25].[CH3:26][CH2:27][OH:28].[I:10][c:11]1[c:12]([NH2:13])[c:14]([I:21])[cH:15][c:16]([N+:18](=[O:19])[O-:20])[cH:17]1.[N:1]([O-:2])=[O:3].[Na+:4].[S:5](=[O:6])(=[O:7])([OH:8])[OH:9]>>[I:10][c:11]1[cH:12][c:14]([I:21])[cH:15][c:16]([N+:18](=[O:19])[O-:20])[cH:17]1. Reported procedure: 1.54 g of 2-amino-4-nitrophenol, 2.82 g of 1,3-dimethyl-6-[4-(3-hydroxypropyl)piperazin-1-yl]-2,4(1H,3H)-pyrimidinedione (Compound 139) and 2.88 g of triphenylphosphine were suspended in 20 ml of anhydrous tetrahydrofuran, followed by the addition of 1.92 g of diethyl azodicarboxylate. The thus-prepared mixture was stirred for 1 hour at room temperature and a precipitate was collected by filtration. The precipitate was washed with chloroform-ether to obtain 1.44 g of crytals. The crystals were r... Yields the product CN1C(N(C(C=C1N1CCN(CC1)CCCOC1=C(C=C(C=C1)[N+](=O)[O-])N)=O)C)=O (1,3-dimethyl-6-{4-[3-(2-amino-4-nitrophenyloxy)propyl]piperazin-1-yl}-2,4(1H,3H)-pyrimidinedione). Reactants: NC1=C(C=CC(=C1)[N+](=O)[O-])O (2-amino-4-nitrophenol), C1(=CC=CC=C1)P(C1=CC=CC=C1)C1=CC=CC=C1 (triphenylphosphine), N(=NC(=O)OCC)C(=O)OCC (diethyl azodicarboxylate), CN1C(N(C(C=C1NCCNC(C1=CC=C(C=C1)[N+](=O)[O-])=O)=O)C)=O (1,3-dimethyl-6-[2-(4-nitrobenzoylamino)ethylamino]-2,4(1H,3H)-pyrimidinedione), CN1C(N(C(C=C1NCCNC(C1=CC=C(C=C1)[N+](=O)[O-])=O)=O)C)=O (1,3-dimethyl-6-[2-(4-nitrobenzoylamino)ethylamino]-2,4(1H,3H)-pyrimidinedione). Conditions: time 1 hour. The yield is 17.7%. Reaction SMILES: [NH2:1][C:2]1[CH:7]=[C:6]([N+:8]([O-:10])=[O:9])[CH:5]=[CH:4][C:3]=1[OH:11].[CH3:12][N:13]1[C:18]([NH:19][CH2:20][CH2:21][NH:22][C:23](=O)[C:24]2[CH:29]=CC([N+]([O-])=O)=CC=2)=[CH:17][C:16](=[O:34])[N:15]([CH3:35])[C:14]1=[O:36].[C:37]1(P(C2C=CC=CC=2)C2C=CC=CC=2)C=CC=C[CH:38]=1.N(C(OCC)=O)=NC(OCC)=O>O1CCCC1>[CH3:12][N:13]1[C:18]([N:19]2[CH2:20][CH2:21][N:22]([CH2:23][CH2:24][CH2:29][O:11][C:3]3[CH:4]=[CH:5][C:6]([N+:8]([O-:10])=[O:9])=[CH:7][C:2]=3[NH2:1])[CH2:38][CH2:37]2)=[CH:17][C:16](=[O:34])[N:15]([CH3:35])[C:14]1=[O:36]. Run in O1CCCC1 (tetrahydrofuran). Starting materials: N1CC2(CCC1)OC1=C(C(C2)=O)C=CC=C1 (3,4-dihydrospiro-[(2H)-1-benzopyran-2,3'-piperidine]4-one), S(C)(=O)(=O)OCCC1=CC=C(C=C1)NS(=O)(=O)C (2-(4-methanesulfonamidophenyl)ethyl mesylate), C([O-])(O)=O.[Na+] (sodium bicarbonate), C([O-])(O)=O.[Na+] (sodium bicarbonate), crude material, C(C(=O)O)(=O)O (oxalic acid). Run in C(C)O (ethanol). The product is C(C(=O)O)(=O)O.CS(=O)(=O)NC1=CC=C(C=C1)CCN1CC2(CCC1)OC1=C(C(C2)=O)C=CC=C1 (1'-(2-(4-Methanesulfonamidophenyl)ethyl)-3,4-dihydrospiro-[(2H)-1-benzopyran-2,3'-piperidine]-4-one oxalate). As a reaction SMILES: [NH:1]1[CH2:6][CH2:5][CH2:4][C:3]2([CH2:11][C:10](=[O:12])[C:9]3[CH:13]=[CH:14][CH:15]=[CH:16][C:8]=3[O:7]2)[CH2:2]1.S(O[CH2:22][CH2:23][C:24]1[CH:29]=[CH:28][C:27]([NH:30][S:31]([CH3:34])(=[O:33])=[O:32])=[CH:26][CH:25]=1)(=O)(=O)C.C(=O)(O)[O-].[Na+].[C:40]([OH:45])(=[O:44])[C:41]([OH:43])=[O:42]>C(O)C>[C:40]([OH:45])(=[O:44])[C:41]([OH:43])=[O:42].[CH3:34][S:31]([NH:30][C:27]1[CH:28]=[CH:29][C:24]([CH2:23][CH2:22][N:1]2[CH2:6][CH2:5][CH2:4][C:3]3([CH2:11][C:10](=[O:12])[C:9]4[CH:13]=[CH:14][CH:15]=[CH:16][C:8]=4[O:7]3)[CH2:2]2)=[CH:25][CH:26]=1)(=[O:33])=[O:32] |f:2.3,6.7|. Reported procedure: A solution of 560 mg (258 mmole) of 3,4-dihydrospiro-[(2H)-1-benzopyran-2,3'-piperidine]4-one in 20 mL ethanol was treated with 880 mg (3 mmoles) of 2-(4-methanesulfonamidophenyl)ethyl mesylate and 0.5 g sodium bicarbonate and heated to reflux for 48 hours. The reaction was cooled to room temperature, poured into saturated sodium bicarbonate and extracted with ethyl acetate. The ethyl acetate solution was dried over magnesium sulfate, filtered and concentrated in vacuo. The crude material was tr... The reactants are CCCCCCC, CCOC(C)=O, Cc1c(CCCC(=O)O)c2c(F)ccc(C#Cc3ccc(OCCCCc4c(F)c(F)c(F)c(F)c4F)cc3)c2n1CCCC(=O)O. The product is Cc1c(CCCC(=O)O)c2c(F)ccc(C#Cc3ccc(OCCCCc4c(F)cc(F)c(F)c4F)cc3)c2n1CCCC(=O)O. As a reaction SMILES: [CH3:48][CH2:49][CH2:50][CH2:51][CH2:52][CH2:53][CH3:54].[CH3:55][CH2:56][O:57][C:58](=[O:59])[CH3:60].[F:1][c:2]1[c:3]2[c:4]([CH2:42][CH2:43][CH2:44][C:45](=[O:46])[OH:47])[c:5]([CH3:41])[n:6]([CH2:35][CH2:36][CH2:37][C:38](=[O:39])[OH:40])[c:7]2[c:8]([C:11]#[C:12][c:13]2[cH:14][cH:15][c:16]([O:19][CH2:20][CH2:21][CH2:22][CH2:23][c:24]3[c:25]([F:34])[c:26]([F:33])[c:27]([F:32])[c:28]([F:31])[c:29]3[F:30])[cH:17][cH:18]2)[cH:9][cH:10]1>>[F:1][c:2]1[c:3]2[c:4]([CH2:42][CH2:43][CH2:44][C:45](=[O:46])[OH:47])[c:5]([CH3:41])[n:6]([CH2:35][CH2:36][CH2:37][C:38](=[O:39])[OH:40])[c:7]2[c:8]([C:11]#[C:12][c:13]2[cH:14][cH:15][c:16]([O:19][CH2:20][CH2:21][CH2:22][CH2:23][c:24]3[c:25]([F:34])[c:26]([F:33])[c:27]([F:32])[cH:28][c:29]3[F:30])[cH:17][cH:18]2)[cH:9][cH:10]1. Starting materials: C(=O)([O-])[O-].[Cs+].[Cs+] (Cs2CO3), IC1=CC=C(C=C1)C1=NNC2=C1CN(CC2)C(C)=O (1-[3-(4-iodo-phenyl) -1,4,6,7-tetrahydro-pyrazolo[4,3-c]pyridin-5-yl]-ethanone), C(Cl)C1CO1 (epichlorohydrin), CN(C)C=O (DMF). Conditions: time 17 hour. Yields the product OC(CN1N=C(C=2CN(CCC21)C(C)=O)C2=CC=C(C=C2)I)CN2CCN(CC2)C2=C(C=CC=C2)O (1-[1-{2-Hydroxy-3-[4-(2-hydroxy-phenyl)-piperazin-1-yl]-propyl}-3-(4-iodo-phenyl)-1,4,6,7-tetrahydro-pyrazolo[4,3-c]pyridin-5-yl]-ethanone). Isolated yield 58.0%. RXN SMILES: [C:1]([O-:4])([O-])=O.[Cs+].[Cs+].[I:7][C:8]1[CH:13]=[CH:12][C:11]([C:14]2[C:18]3[CH2:19][N:20]([C:23](=[O:25])[CH3:24])[CH2:21][CH2:22][C:17]=3[NH:16][N:15]=2)=[CH:10][CH:9]=1.[CH2:26]([CH:28]1[O:30][CH2:29]1)Cl.[CH3:31][N:32]([CH:34]=O)[CH3:33]>>[OH:30][CH:28]([CH2:29][N:20]1[CH2:21][CH2:33][N:32]([C:34]2[CH:10]=[CH:9][CH:8]=[CH:13][C:1]=2[OH:4])[CH2:31][CH2:19]1)[CH2:26][N:16]1[C:17]2[CH2:22][CH2:21][N:20]([C:23](=[O:25])[CH3:24])[CH2:19][C:18]=2[C:14]([C:11]2[CH:10]=[CH:9][C:8]([I:7])=[CH:13][CH:12]=2)=[N:15]1 |f:0.1.2|. Procedure: Cs2CO3 (1.30 g, 4.01 mmol) was added to a solution of 1-[3-(4-iodo-phenyl) -1,4,6,7-tetrahydro-pyrazolo[4,3-c]pyridin-5-yl]-ethanone (1.34 g, 3.65 mmol) and epichlorohydrin (2.85 mL, 36.4 mmol) in DMF (10.0 mL). The mixture was stirred for 17 h then partitioned between EtOAc (400 mL) and saturated NaHCO3 (150 mL). The NaHCO3 layer was extracted with EtOAc (2×150 mL). The combined extracts were washed with H2O (2×150 mL), brine (150 mL), dried over Na2SO4 and concentrated. The residue was purifie... Starting materials: O=C([O-])[O-], CCCCCC, CC#N, CC(C)N1CCNCC1, Clc1nccnc1Cl, [K+], [K+]. The product is CC(C)N1CCN(c2nccnc2Cl)CC1. RXN SMILES: [C:18](=[O:19])([O-:20])[O-:21].[CH3:24][CH2:25][CH2:26][CH2:27][CH2:28][CH3:29].[CH3:30][C:31]#[N:32].[CH:9]([CH3:10])([CH3:11])[N:12]1[CH2:13][CH2:14][NH:15][CH2:16][CH2:17]1.[Cl:1][c:2]1[n:3][cH:4][cH:5][n:6][c:7]1[Cl:8].[K+:22].[K+:23]>>[c:2]1([N:15]2[CH2:14][CH2:13][N:12]([CH:9]([CH3:10])[CH3:11])[CH2:17][CH2:16]2)[n:3][cH:4][cH:5][n:6][c:7]1[Cl:8].